From a dataset of the Open Reaction Database (ORD), a public repository of structured organic reaction records. describe an organic reaction: reactants, conditions, products, and yield The reactants are C(C)OC(C(C(=O)OCC)(N)CC1=CNC2=CC=CC(=C12)Cl)=O (2-(4-chloroindol-3-ylmethyl)-2-aminomalonic acid diethylester), C1=CC=C2C(=C1)C(=O)C(C2=O)(O)O (Ninhydrin), C=O (paraformaldehyde). Solvent: C1=CC=CC=C1 (benzene). Product: Cl.C(C)OC(=O)C1(NCC=2NC3=CC=CC(=C3C2C1)Cl)C(=O)O (5-chloro-1,2,3,4-tetrahydro-β-carbolin-3,3-dicarboxylic acid ethyl ester hydrochloride). Reaction SMILES: C([O:3][C:4](=[O:23])[C:5]([CH2:12][C:13]1[C:21]2[C:16](=[CH:17][CH:18]=[CH:19][C:20]=2[Cl:22])[NH:15][CH:14]=1)([NH2:11])[C:6]([O:8][CH2:9][CH3:10])=[O:7])C.C=O.[CH:26]1C=C2C(C(O)(O)C(=O)C2=CC=1)=O>C1C=CC=CC=1>[ClH:22].[CH2:9]([O:8][C:6]([C:5]1([C:4]([OH:3])=[O:23])[CH2:12][C:13]2[C:21]3[C:16](=[CH:17][CH:18]=[CH:19][C:20]=3[Cl:22])[NH:15][C:14]=2[CH2:26][NH:11]1)=[O:7])[CH3:10] |f:4.5|. Procedure: 1.13 g of 2-(4-chloroindol-3-ylmethyl)-2-aminomalonic acid diethylester hydrochloric and 80 mg of paraformaldehyde are boiled at reflux for about 15 minutes in 30 ml of benzene until the Ninhydrin reaction has disappeared. After cooling, the crystalline precipitate is suction-filtered and recrystallized from benzene. 1.05 g of 5-chloro-1,2,3,4-tetrahydro-β-carbolin-3,3-dicarboxylic acid ethyl ester hydrochloride of melting point 157° C. is obtained. Starting materials: C(C=1C(C(=O)O)=CC=CC1)(=O)O (phthalic acid), NC1=C(C=C(C=C1)CN1C=NC=2CN([C@@H](CC21)C(=O)N(C)C)C(C(C2=CC=CC=C2)C2=CC=CC=C2)=O)C ((S)-1-(4-amino-3-methylphenyl)methyl-N,N-dimethyl-5-diphenylacetyl-4,5,6,7-tetrahydro-1H-imidazo-[4,5-c]pyridine-6-carboxamide). Solvent: C(C)(=O)OCC (ethyl acetate), C(C)(=O)OCC (ethyl acetate). Yields the product C(=O)(O)C1=C(C(=O)NC2=C(C=C(C=C2)CN2C=NC=3CN([C@@H](CC32)C(=O)N(C)C)C(C(C3=CC=CC=C3)C3=CC=CC=C3)=O)C)C=CC=C1 ((S)-1-(4-(2-carboxybenzoylamino)-3-methylphenyl)methyl-N,N-dimethyl-5-diphenylacetyl-4,5,6,7-tetrahydro-1H-imidazo[4,5-c]pyridine-6-carboxamide). Yield: 93.0%. As a reaction SMILES: [C:1]([OH:12])(=O)[C:2]1[C:3](=[CH:7][CH:8]=[CH:9][CH:10]=1)[C:4]([OH:6])=[O:5].[NH2:13][C:14]1[CH:19]=[CH:18][C:17]([CH2:20][N:21]2[C:29]3[CH2:28][C@@H:27]([C:30]([N:32]([CH3:34])[CH3:33])=[O:31])[N:26]([C:35](=[O:49])[CH:36]([C:43]4[CH:48]=[CH:47][CH:46]=[CH:45][CH:44]=4)[C:37]4[CH:42]=[CH:41][CH:40]=[CH:39][CH:38]=4)[CH2:25][C:24]=3[N:23]=[CH:22]2)=[CH:16][C:15]=1[CH3:50]>C(OCC)(=O)C>[C:4]([C:3]1[CH:7]=[CH:8][CH:9]=[CH:10][C:2]=1[C:1]([NH:13][C:14]1[CH:19]=[CH:18][C:17]([CH2:20][N:21]2[C:29]3[CH2:28][C@@H:27]([C:30]([N:32]([CH3:34])[CH3:33])=[O:31])[N:26]([C:35](=[O:49])[CH:36]([C:43]4[CH:44]=[CH:45][CH:46]=[CH:47][CH:48]=4)[C:37]4[CH:38]=[CH:39][CH:40]=[CH:41][CH:42]=4)[CH2:25][C:24]=3[N:23]=[CH:22]2)=[CH:16][C:15]=1[CH3:50])=[O:12])([OH:6])=[O:5]. Reported procedure: A solution of phthalic acid (0.7223 g, 0.00435 mol) in ethyl acetate (10 ml) was added to a solution of (S)-1-(4-amino-3-methylphenyl)methyl-N,N-dimethyl-5-diphenylacetyl-4,5,6,7-tetrahydro-1H-imidazo-[4,5-c]pyridine-6-carboxamide (II-2) (2.0077 g, 0.00396 mol) in ethyl acetate (30 ml) with stirring at room temperature. The mixture was stirred at room temperature for 23 hours, followed by filtration of the reaction mixture. The resulting white solid was washed with ethyl acetate (about 20 ml) an...